Task: describe an organic reaction: reactants, conditions, products, and yield. Dataset: the Open Reaction Database (ORD), a public repository of structured organic reaction records Starting materials: C1(CCCCC1)P(C1=C(C=CC=C1)C1=C(C=C(C=C1C(C)C)C(C)C)C(C)C)C1CCCCC1 (dicyclohexyl(2′,4′,6′-triisopropylbiphenyl-2-yl)phosphine), CC(C)([O-])C.[Na+] (sodium tert-butoxide), O1CCN(CC1)C1=NC=C(C=C1N)N1CCOCC1 (2,5-dimorpholinopyridin-3-amine), ClC1=C(C(=NC2=CC(=CC(=C12)F)F)C1=CC(=NC=C1)C)C (4-chloro-5,7-difluoro-3-methyl-2-(2-methylpyridin-4-yl)quinoline). Reagents/catalysts: C=1C=CC(=CC1)/C=C/C(=O)/C=C/C2=CC=CC=C2.C=1C=CC(=CC1)/C=C/C(=O)/C=C/C2=CC=CC=C2.C=1C=CC(=CC1)/C=C/C(=O)/C=C/C2=CC=CC=C2.[Pd].[Pd] (Pd2dba3). Run in C1(=CC=CC=C1)C (toluene). The product is O1CCN(CC1)C1=NC=C(C=C1NC1=C(C(=NC2=CC(=CC(=C12)F)F)C1=CC(=NC=C1)C)C)N1CCOCC1 (N-(2,5-dimorpholinopyridin-3-yl)-5,7-difluoro-3-methyl-2-(2-methylpyridin-4-yl)quinolin-4-amine). RXN SMILES: C1(P(C2CCCCC2)C2C=CC=CC=2C2C(C(C)C)=CC(C(C)C)=CC=2C(C)C)CCCCC1.[O:35]1[CH2:40][CH2:39][N:38]([C:41]2[C:46]([NH2:47])=[CH:45][C:44]([N:48]3[CH2:53][CH2:52][O:51][CH2:50][CH2:49]3)=[CH:43][N:42]=2)[CH2:37][CH2:36]1.Cl[C:55]1[C:64]2[C:59](=[CH:60][C:61]([F:66])=[CH:62][C:63]=2[F:65])[N:58]=[C:57]([C:67]2[CH:72]=[CH:71][N:70]=[C:69]([CH3:73])[CH:68]=2)[C:56]=1[CH3:74].CC(C)([O-])C.[Na+]>C1(C)C=CC=CC=1.C1C=CC(/C=C/C(/C=C/C2C=CC=CC=2)=O)=CC=1.C1C=CC(/C=C/C(/C=C/C2C=CC=CC=2)=O)=CC=1.C1C=CC(/C=C/C(/C=C/C2C=CC=CC=2)=O)=CC=1.[Pd].[Pd]>[O:35]1[CH2:40][CH2:39][N:38]([C:41]2[C:46]([NH:47][C:55]3[C:64]4[C:59](=[CH:60][C:61]([F:66])=[CH:62][C:63]=4[F:65])[N:58]=[C:57]([C:67]4[CH:72]=[CH:71][N:70]=[C:69]([CH3:73])[CH:68]=4)[C:56]=3[CH3:74])=[CH:45][C:44]([N:48]3[CH2:49][CH2:50][O:51][CH2:52][CH2:53]3)=[CH:43][N:42]=2)[CH2:37][CH2:36]1 |f:3.4,6.7.8.9.10|. Procedure: The Buchwald coupled product was prepared according to Procedure H using dicyclohexyl(2′,4′,6′-triisopropylbiphenyl-2-yl)phosphine (0.023 g, 0.047 mmol), 2,5-dimorpholinopyridin-3-amine (0.094 g, 0.35 mmol), 4-chloro-5,7-difluoro-3-methyl-2-(2-methylpyridin-4-yl)quinoline (0.090 g, 0.30 mmol), Pd2dba3 (0.011 g, 0.012 mmol) and sodium tert-butoxide (0.071 g, 0.74 mmol) in toluene (2.7 mL) at 120° C. for 2 h. The crude product was purified by column chromatography on basic alumina (0 to 50% hexane... Reactants: saturated aqueous solution, P(=O)(O)([O-])[O-].[Na+].[Na+] (sodium hydrogen phosphate), [OH-].[Li+] (lithium hydroxide), C(C)OC(C1=CC(=CC(=C1)F)NS(=O)(=O)CC1CN(C1)C(C1=CC=C(C=C1)Cl)C1=CC=C(C=C1)Cl)=O (3-({1-[bis(4-chlorophenyl)methyl]azetidin-3-yl}methanesulphonylamino)-5-fluorobenzoic acid ethyl ester), O1CCCC1 (tetrahydrofuran). Solvent: C(C)OCC (ethyl ether), O (water). The product is ClC1=CC=C(C=C1)C(N1CC(C1)CS(=O)(=O)NC=1C=C(C(=O)O)C=C(C1)F)C1=CC=C(C=C1)Cl (3-({1-[Bis(4-chlorophenyl)methyl]azetidin-3-yl}methanesulphonylamino)-5-fluorobenzoic acid). RXN SMILES: [OH-].[Li+].C([O:5][C:6](=[O:38])[C:7]1[CH:12]=[C:11]([F:13])[CH:10]=[C:9]([NH:14][S:15]([CH2:18][CH:19]2[CH2:22][N:21]([CH:23]([C:31]3[CH:36]=[CH:35][C:34]([Cl:37])=[CH:33][CH:32]=3)[C:24]3[CH:29]=[CH:28][C:27]([Cl:30])=[CH:26][CH:25]=3)[CH2:20]2)(=[O:17])=[O:16])[CH:8]=1)C.O1CCCC1.P([O-])([O-])(O)=O.[Na+].[Na+]>C(OCC)C.O>[Cl:37][C:34]1[CH:35]=[CH:36][C:31]([CH:23]([C:24]2[CH:25]=[CH:26][C:27]([Cl:30])=[CH:28][CH:29]=2)[N:21]2[CH2:22][CH:19]([CH2:18][S:15]([NH:14][C:9]3[CH:8]=[C:7]([CH:12]=[C:11]([F:13])[CH:10]=3)[C:6]([OH:38])=[O:5])(=[O:16])=[O:17])[CH2:20]2)=[CH:32][CH:33]=1 |f:0.1,4.5.6|. Procedure details: 0.222 g of lithium hydroxide is added, in two parts, to a solution of 2.5 g of 3-({1-[bis(4-chlorophenyl)methyl]azetidin-3-yl}methanesulphonylamino)-5-fluorobenzoic acid ethyl ester in a mixture comprising 34 cm3 of tetrahydrofuran and 9 cm3 of water, stirred under an argon atmosphere. The reaction medium is stirred at a temperature in the region of 20° C. for 24 hours. 100 cm3 of a saturated aqueous solution of sodium hydrogen phosphate are then added so as to bring the pH to 5. The aqueous pha... Reactants: C(C)(=O)OC1(C(C(C=C1)=O)CC#C)C (3-acetoxy-2-propargyl-3-methyl-4-cyclopentenone), resultant mixture, S(O)(O)(=O)=O (sulfuric acid). Run at time 1 hour. Yields the product OC1C(=C(C(C1)=O)CC#C)C (4-hydroxy-2-propargyl-3-methyl-2-cyclopentenone). Reaction SMILES: C(O[C:5]1([CH3:14])[CH:9]=[CH:8][C:7](=[O:10])[CH:6]1[CH2:11][C:12]#[CH:13])(=O)C.S(=O)(=O)(O)[OH:16]>>[OH:16][CH:9]1[CH2:8][C:7](=[O:10])[C:6]([CH2:11][C:12]#[CH:13])=[C:5]1[CH3:14]. Reported procedure: In the same flask as in Example 1, 20% sulfuric acid (10 ml) was charged, and dl-3-acetoxy-2-propargyl-3-methyl-4-cyclopentenone (1.92 g) was dropwise added thereto in 1 hour while keeping the inner temperature at 0° C. After completion of the dropwise addition, the resultant mixture was stirred at the same temperature as above for 3 hours. The reaction mixture was subjected to post-treatment and purification as in Example 1 to give 1.38 g of 4-hydroxy-2-propargyl-3-methyl-2-cyclopentenone. Yiel... Starting materials: ClC1=NC2=CC=CC=C2C(=N1)NC1=CC=CC=C1 (2-chloro-4-phenylamino-quinazoline), CNS(=O)(=O)CC1=CC=C(C=C1)N (N-methyl-(4-aminophenyl)-methanesulfonamide). Solvent: C(C)O (ethanol), C(CC(C)C)O (isopentylalcohol). Conditions: temperature 170 celsius, time 15 minute. The product is Cl.CNS(=O)(=O)CC1=CC=C(C=C1)NC1=NC2=CC=CC=C2C(=N1)NC1=CC=CC=C1 (N-methyl-[4-(4-phenylamino-quinazolin-2-ylamino)-phenyl]-methanesulfonamide hydrochloride). RXN SMILES: [Cl:1][C:2]1[N:11]=[C:10]([NH:12][C:13]2[CH:18]=[CH:17][CH:16]=[CH:15][CH:14]=2)[C:9]2[C:4](=[CH:5][CH:6]=[CH:7][CH:8]=2)[N:3]=1.[CH3:19][NH:20][S:21]([CH2:24][C:25]1[CH:30]=[CH:29][C:28]([NH2:31])=[CH:27][CH:26]=1)(=[O:23])=[O:22]>C(O)CC(C)C.C(O)C>[ClH:1].[CH3:19][NH:20][S:21]([CH2:24][C:25]1[CH:30]=[CH:29][C:28]([NH:31][C:2]2[N:11]=[C:10]([NH:12][C:13]3[CH:18]=[CH:17][CH:16]=[CH:15][CH:14]=3)[C:9]3[C:4](=[CH:5][CH:6]=[CH:7][CH:8]=3)[N:3]=2)=[CH:27][CH:26]=1)(=[O:22])=[O:23] |f:4.5|. Reported procedure: A solution of 2-chloro-4-phenylamino-quinazoline (0.92 g) (prepared as described in Example 1a and N-methyl-(4-aminophenyl)-methanesulfonamide (0.80 g) in 10 ml of isopentylalcohol is stirred under nitrogen at 170° C. for 15 min in a sealed vessel. The warm reaction mixture is diluted with 10 ml ethanol and the hydrochloride salt, which is crystallizing on cooling, is filtered off to yield N-methyl-[4-(4-phenylamino-quinazolin-2-ylamino)-phenyl]-methanesulfonamide hydrochloride as light yellow c... Starting materials: CC(C)(C)OC(=O)NCC(CO)CCn1ccc(=O)[nH]c1=O, ClC(c1ccccc1)(c1ccccc1)c1ccccc1, c1ccncc1. Product: CC(C)(C)OC(=O)NCC(CCn1ccc(=O)[nH]c1=O)COC(c1ccccc1)(c1ccccc1)c1ccccc1. As a reaction SMILES: [C:1]([CH3:2])([CH3:3])([CH3:4])[O:5][C:6]([NH:7][CH2:8][CH:9]([CH2:10][CH2:11][n:12]1[c:13](=[O:19])[nH:14][c:15](=[O:18])[cH:16][cH:17]1)[CH2:20][OH:21])=[O:22].[C:23]([c:24]1[cH:25][cH:26][cH:27][cH:28][cH:29]1)([c:30]1[cH:31][cH:32][cH:33][cH:34][cH:35]1)([c:36]1[cH:37][cH:38][cH:39][cH:40][cH:41]1)[Cl:42].[cH:43]1[cH:44][cH:45][n:46][cH:47][cH:48]1>>[C:1]([CH3:2])([CH3:3])([CH3:4])[O:5][C:6]([NH:7][CH2:8][CH:9]([CH2:10][CH2:11][n:12]1[c:13](=[O:19])[nH:14][c:15](=[O:18])[cH:16][cH:17]1)[CH2:20][O:21][C:23]([c:24]1[cH:25][cH:26][cH:27][cH:28][cH:29]1)([c:30]1[cH:31][cH:32][cH:33][cH:34][cH:35]1)[c:36]1[cH:37][cH:38][cH:39][cH:40][cH:41]1)=[O:22].